Dataset: the Open Reaction Database (ORD), a public repository of structured organic reaction records. Task: describe an organic reaction: reactants, conditions, products, and yield Reactants: COC1=C(N)C=CC=C1 (2-methoxyaniline), ClC1=CC=C(C=C1)C1=NC(C=2N(C3=C1C(=C(S3)C)C)C(=NN2)C)(CC(=O)O)C(=O)OCC ((±)-4-(4-Chlorophenyl)-6-ethoxycarbonyl-2,3,9-trimethyl-6H-thieno[3,2-f][1,2,4]triazolo[4,3-a][1,4]diazepine-6-acetic acid), ON1N=NC2=C1C=CC=C2 (1-Hydroxybenzotriazole), Cl.CN(C)CCCN=C=NCC (N-dimethylaminopropyl-N'-ethylcarbodiimide hydrochloride). Solvent: CN(C=O)C (dimethylformamide), O (water), CN(C=O)C (dimethylformamide), C(C)N(CC)CC (triethyl amine). Product: ClC1=CC=C(C=C1)C1=NC(C=2N(C3=C1C(=C(S3C=C=O)C)C)C(=NN2)C)(C(=O)OCC)NC2=C(C=CC=C2)OC ((±)-ethyl 4-(4-chlorophenyl)-6-(2-methoxyanilino)-carbonylmethyl-2,3,9-trimethyl-6H-thieno[3,2-f][1,2,4]triazolo[4, 3-a][1,4]diazepine-6-carboxylate). Isolated yield 63.4%. RXN SMILES: [Cl:1][C:2]1[CH:7]=[CH:6][C:5]([C:8]2[C:14]3[C:15]([CH3:19])=[C:16]([CH3:18])[S:17][C:13]=3[N:12]3[C:20]([CH3:23])=[N:21][N:22]=[C:11]3[C:10]([C:28]([O:30][CH2:31][CH3:32])=[O:29])(CC(O)=O)[N:9]=2)=[CH:4][CH:3]=1.[OH:33]N1C2C=CC=CC=2N=N1.Cl.CN(CCCN=C=N[CH2:53][CH3:54])C.[CH3:55][O:56][C:57]1[CH:63]=[CH:62][CH:61]=[CH:60][C:58]=1[NH2:59]>CN(C)C=O.O.C(N(CC)CC)C>[Cl:1][C:2]1[CH:3]=[CH:4][C:5]([C:8]2[C:14]3[C:15]([CH3:19])=[C:16]([CH3:18])[SH:17]([CH:54]=[C:53]=[O:33])[C:13]=3[N:12]3[C:20]([CH3:23])=[N:21][N:22]=[C:11]3[C:10]([NH:59][C:58]3[CH:60]=[CH:61][CH:62]=[CH:63][C:57]=3[O:56][CH3:55])([C:28]([O:30][CH2:31][CH3:32])=[O:29])[N:9]=2)=[CH:6][CH:7]=1 |f:2.3|. Procedure: (±)-4-(4-Chlorophenyl)-6-ethoxycarbonyl-2,3,9-trimethyl-6H-thieno[3,2-f][1,2,4]triazolo[4,3-a][1,4]diazepine-6-acetic acid (2.0 g) is dissolved in dimethylformamide (20 ml). 1-Hydroxybenzotriazole (HOBt, 0.81 g), N-dimethylaminopropyl-N'-ethylcarbodiimide hydrochloride (WSC, 1.10 g) and triethyl amine (0.77 ml) are added in order under ice-cooling, and the mixture is stirred. Ten minutes later, a solution of 2-methoxyaniline (0.65 g) dissolved in dimethylformamide (6 ml) is dropwise added to the... The reactants are CC(C)c1cc(C(C)C)c(CC(=O)NS(=O)(=O)Oc2c(C(C)C)cc(O[Si](C)(C)C(C)(C)C)cc2C(C)C)c(C(C)C)c1, CC#N, F. Product: CC(C)c1cc(C(C)C)c(CC(=O)NS(=O)(=O)Oc2c(C(C)C)cc(O)cc2C(C)C)c(C(C)C)c1. Reaction SMILES: [C:2]([Si:3]([CH3:4])([CH3:5])[O:7][c:8]1[cH:9][c:10]([CH:40]([CH3:41])[CH3:42])[c:11]([O:17][S:18]([NH:19][C:20]([CH2:21][c:22]2[c:23]([CH:34]([CH3:35])[CH3:36])[cH:24][c:25]([CH:31]([CH3:32])[CH3:33])[cH:26][c:27]2[CH:28]([CH3:29])[CH3:30])=[O:37])(=[O:38])=[O:39])[c:12]([CH:14]([CH3:15])[CH3:16])[cH:13]1)([CH3:6])([CH3:43])[CH3:44].[CH3:45][C:46]#[N:47].[FH:1]>>[OH:7][c:8]1[cH:9][c:10]([CH:40]([CH3:41])[CH3:42])[c:11]([O:17][S:18]([NH:19][C:20]([CH2:21][c:22]2[c:23]([CH:34]([CH3:35])[CH3:36])[cH:24][c:25]([CH:31]([CH3:32])[CH3:33])[cH:26][c:27]2[CH:28]([CH3:29])[CH3:30])=[O:37])(=[O:38])=[O:39])[c:12]([CH:14]([CH3:15])[CH3:16])[cH:13]1. Starting materials: COC(\C=C(\C(C)O)/C)=O ((E)-4-hydroxy-3-methyl-2-pentenoic acid methyl ester), ClP(C1=CC=CC=C1)(C1=CC=CC=C1)(C1=CC=CC=C1)Cl (dichlorotriphenylphosphorane). Run in C(Cl)Cl (methylene chloride). Product: COC(\C=C(\C(C)Cl)/C)=O ((E)-4-chloro-3-methyl-2-pentenoic acid methyl ester). Reaction SMILES: [CH3:1][O:2][C:3](=[O:10])/[CH:4]=[C:5](\[CH3:9])/[CH:6](O)[CH3:7].[Cl:11]P(Cl)(C1C=CC=CC=1)(C1C=CC=CC=1)C1C=CC=CC=1>C(Cl)Cl>[CH3:1][O:2][C:3](=[O:10])/[CH:4]=[C:5](\[CH3:9])/[CH:6]([Cl:11])[CH3:7]. Reported procedure: To (E)-4-hydroxy-3-methyl-2-pentenoic acid methyl ester (1.00 g, 6.94 mmol) in methylene chloride cooled to -15° C. in a flame dried flask is added dichlorotriphenylphosphorane (2.47 g, 7.63 mmol). The reaction is warmed to ambient temperature, quenched by addition of ice (10 ml), extracted with methylene chloride (2×10 ml), washed with saline (10 ml), dried over sodium sulfate, concentrated in vacuo, and chromatographed on silica gel (230-400 mesh, 75 ml), eluting with hexane/ethyl acetate (95/... Run at temperature 25 celsius, time 12 hour. The reactants are [Li]C (effective_coupling_partner), COc1ccc2ccccc2c1 (substrate). Product: Cc2ccc1ccccc1c2. Reagents/catalysts: SIMes. Reactants: CCOCOC1(C(=O)COC(C)=O)C(C)CC2C3CC(C)C4=CC(=O)C=CC4(C)C3C(O)CC21C, CC(=O)O. Yields the product CCOCOC1(C(=O)CO)C(C)CC2C3CC(C)C4=CC(=O)C=CC4(C)C3C(O)CC21C. As a reaction SMILES: [C:1](=[O:2])([CH3:3])[O:4][CH2:5][C:6]([C:7]1([O:30][CH2:31][O:32][CH2:33][CH3:34])[CH:8]([CH3:29])[CH2:9][CH:10]2[CH:11]3[CH2:12][CH:13]([CH3:28])[C:14]4=[CH:15][C:16](=[O:27])[CH:17]=[CH:18][C:19]4([CH3:20])[CH:21]3[CH:22]([OH:26])[CH2:23][C:24]12[CH3:25])=[O:35].[CH3:36][C:37](=[O:38])[OH:39]>>[OH:4][CH2:5][C:6]([C:7]1([O:30][CH2:31][O:32][CH2:33][CH3:34])[CH:8]([CH3:29])[CH2:9][CH:10]2[CH:11]3[CH2:12][CH:13]([CH3:28])[C:14]4=[CH:15][C:16](=[O:27])[CH:17]=[CH:18][C:19]4([CH3:20])[CH:21]3[CH:22]([OH:26])[CH2:23][C:24]12[CH3:25])=[O:35]. Reactants: C(C)OC(/C(/CCC1OCCO1)=C/C1=CC(=C(C=C1)N1C=NC(=C1)C)OC)=O ((E)-4-[1,3]dioxolan-2-yl-2-[3-methoxy-4-(4-methyl-1H-imidazol-1-yl)benzylidene]butyric acid ethyl ester), C(C)(=O)O (acetic acid), FC(C(=O)O)(F)F (trifluoroacetic acid), O.C([O-])(O)=O.[Na+] (sodium bicarbonate water). The solvent is C(C)(=O)OCC (ethyl acetate). Conditions: time 4 hour. Yields the product C(C)OC(/C(/CCC=O)=C/C1=CC(=C(C=C1)N1C=NC(=C1)C)OC)=O ((E)-2-[3-methoxy-4-(4-methyl-1H-imidazol-1-yl)benzylidene]-5-oxovaleric acid ethyl ester). Isolated yield 51.1%. Reaction SMILES: [CH2:1]([O:3][C:4](=[O:28])/[C:5](=[CH:13]/[C:14]1[CH:19]=[CH:18][C:17]([N:20]2[CH:24]=[C:23]([CH3:25])[N:22]=[CH:21]2)=[C:16]([O:26][CH3:27])[CH:15]=1)/[CH2:6][CH2:7][CH:8]1OCC[O:9]1)[CH3:2].C(O)(=O)C.FC(F)(F)C(O)=O.O.C(=O)(O)[O-].[Na+]>C(OCC)(=O)C>[CH2:1]([O:3][C:4](=[O:28])/[C:5](=[CH:13]/[C:14]1[CH:19]=[CH:18][C:17]([N:20]2[CH:24]=[C:23]([CH3:25])[N:22]=[CH:21]2)=[C:16]([O:26][CH3:27])[CH:15]=1)/[CH2:6][CH2:7][CH:8]=[O:9])[CH3:2] |f:3.4.5|. Procedure: To an aqueous solution of (243 mg) of (E)-4-[1,3]dioxolan-2-yl-2-[3-methoxy-4-(4-methyl-1H-imidazol-1-yl)benzylidene]butyric acid ethyl ester, acetic acid (2 mL) and trifluoroacetic acid (2.0 mL) were added one by one, and the reaction solution was agitated at room temperature for 4 hours. After confirming disappearance of the starting materials, a saturated sodium bicarbonate water and ethyl acetate were added to the reaction solution, and the organic layer was partitioned. After the obtained o... The reactants are C(C)OC(CSC1=C(C2=C(C(=NO2)C2=C(C=CC=C2)F)C=C1)Cl)=O (ethyl[[7-chloro-3-(2-fluorophenyl)-1,2-benzisoxazol-6-yl]thio]acetate), OO (H2O2), C(=O)O (formic acid), C(Cl)Cl (CH2Cl2). The solvent is O (water). Reaction conditions: time 2 hour. The product is C(C)OC(CS(=O)C1=C(C2=C(C(=NO2)C2=C(C=CC=C2)F)C=C1)Cl)=O (ethyl[[7-chloro-3-(2-fluorophenyl)-1,2-benzisoxazol-6-yl]sulfinyl]acetate). RXN SMILES: [CH2:1]([O:3][C:4](=[O:24])[CH2:5][S:6][C:7]1[CH:22]=[CH:21][C:10]2[C:11]([C:14]3[CH:19]=[CH:18][CH:17]=[CH:16][C:15]=3[F:20])=[N:12][O:13][C:9]=2[C:8]=1[Cl:23])[CH3:2].OO.C(O)=[O:28].C(Cl)Cl>O>[CH2:1]([O:3][C:4](=[O:24])[CH2:5][S:6]([C:7]1[CH:22]=[CH:21][C:10]2[C:11]([C:14]3[CH:19]=[CH:18][CH:17]=[CH:16][C:15]=3[F:20])=[N:12][O:13][C:9]=2[C:8]=1[Cl:23])=[O:28])[CH3:2]. Procedure: A mixture of 3.0g (8.2 mmole) of ethyl[[7-chloro-3-(2-fluorophenyl)-1,2-benzisoxazol-6-yl]thio]acetate, 2.5g of a 30% H2O2 solution, 10 ml of formic acid and 50 ml of CH2Cl2 was stirred at room temperature for two hours. The reaction was diluted with water and extracted three times with CH2Cl2. The organics were combined, washed with dilute NaHCO3 and dried over MgSO4. The solution was concentrated at reduced pressure to a yellow oil which solidified to a cream-colored solid, 3.0g (94%) of ethyl...